Dataset: the Open Reaction Database (ORD), a public repository of structured organic reaction records. Task: describe an organic reaction: reactants, conditions, products, and yield The reactants are BrCC1(OC2=C(C1)C(=C(C(=C2C)C)N)C)C (2-bromomethyl-2,3-dihydro-2,4,6,7-tetramethyl-5-benzofuranamine), C1(=CC=CC=C1)CCN1CCNCC1 (1-(2-phenylethyl)piperazine). Yields the product CC1(OC2=C(C1)C(=C(C(=C2C)C)N)C)CN2CCN(CC2)CCC2=CC=CC=C2 (2,3-Dihydro-2,4,6,7-tetramethyl-2-[[4-(2-phenylethyl)-1-piperazinyl]methyl]-5-benzofuranamine). Yield: 50.0%. As a reaction SMILES: Br[CH2:2][C:3]1([CH3:16])[CH2:7][C:6]2[C:8]([CH3:15])=[C:9]([NH2:14])[C:10]([CH3:13])=[C:11]([CH3:12])[C:5]=2[O:4]1.[C:17]1([CH2:23][CH2:24][N:25]2[CH2:30][CH2:29][NH:28][CH2:27][CH2:26]2)[CH:22]=[CH:21][CH:20]=[CH:19][CH:18]=1>>[CH3:16][C:3]1([CH2:2][N:28]2[CH2:29][CH2:30][N:25]([CH2:24][CH2:23][C:17]3[CH:22]=[CH:21][CH:20]=[CH:19][CH:18]=3)[CH2:26][CH2:27]2)[CH2:7][C:6]2[C:8]([CH3:15])=[C:9]([NH2:14])[C:10]([CH3:13])=[C:11]([CH3:12])[C:5]=2[O:4]1. Procedure: Using 2-bromomethyl-2,3-dihydro-2,4,6,7-tetramethyl-5-benzofuranamine and 1-(2-phenylethyl)piperazine, the procedure of Example 1 was otherwise repeated to provide the title compound. RXN SMILES: [C:19]([n:20]1[cH:21][cH:22][n:23][cH:24]1)([n:25]1[cH:26][cH:27][n:28][cH:29]1)=[O:30].[CH2:40]1[O:41][CH2:42][CH2:43][CH2:44]1.[NH2:31][CH2:32][CH2:33][CH2:34][n:35]1[cH:36][n:37][cH:38][cH:39]1.[OH:1][c:2]1[c:3]([CH3:18])[c:4]2[c:9]([c:10]([CH3:13])[c:11]1[CH3:12])[O:8][C:7]([C:14](=[O:15])[OH:16])([CH3:17])[CH2:6][CH2:5]2>>[OH:1][c:2]1[c:3]([CH3:18])[c:4]2[c:9]([c:10]([CH3:13])[c:11]1[CH3:12])[O:8][C:7]([C:14](=[O:16])[NH:31][CH2:32][CH2:33][CH2:34][n:35]1[cH:36][n:37][cH:38][cH:39]1)([CH3:17])[CH2:6][CH2:5]2. Reactants: O=C(n1ccnc1)n1ccnc1, C1CCOC1, NCCCn1ccnc1, Cc1c(C)c2c(c(C)c1O)CCC(C)(C(=O)O)O2. Product: Cc1c(C)c2c(c(C)c1O)CCC(C)(C(=O)NCCCn1ccnc1)O2. Starting materials: C1CCOC1, COC(=O)CC(=O)Nc1ccc(OCc2ccc(F)cc2)cc1F, [NH4+], [OH-]. The product is NC(=O)CC(=O)Nc1ccc(OCc2ccc(F)cc2)cc1F. Reaction SMILES: [CH2:27]1[O:28][CH2:29][CH2:30][CH2:31]1.[CH3:1][O:2][C:3]([CH2:4][C:5](=[O:6])[NH:7][c:8]1[c:9]([F:23])[cH:10][c:11]([O:14][CH2:15][c:16]2[cH:17][cH:18][c:19]([F:22])[cH:20][cH:21]2)[cH:12][cH:13]1)=[O:24].[NH4+:25].[OH-:26]>>[O:2]=[C:3]([CH2:4][C:5](=[O:6])[NH:7][c:8]1[c:9]([F:23])[cH:10][c:11]([O:14][CH2:15][c:16]2[cH:17][cH:18][c:19]([F:22])[cH:20][cH:21]2)[cH:12][cH:13]1)[NH2:25]. The reactants are CC=1N=NSC1C(=O)OCC1=CC=C(C=C1)[N+](=O)[O-] (4-methyl-5-p-nitrobenzyloxycarbonyl-1,2,3-thiadiazole). The reagents and catalysts are [Zn] (zinc). Solvent: O1CCCC1 (tetrahydrofuran). Reaction conditions: time 4 hour. Yields the product CC=1N=NSC1C(=O)O (4-methyl-5-hydroxycarbonyl-1,2,3-thiadiazole). The yield is 86.1%. Reaction SMILES: [CH3:1][C:2]1[N:3]=[N:4][S:5][C:6]=1[C:7]([O:9]CC1C=CC([N+]([O-])=O)=CC=1)=[O:8]>O1CCCC1.[Zn]>[CH3:1][C:2]1[N:3]=[N:4][S:5][C:6]=1[C:7]([OH:9])=[O:8]. Procedure: To a solution of 270 mg of 4-methyl-5-p-nitrobenzyloxycarbonyl-1,2,3-thiadiazole in 7 ml of tetrahydrofuran and 7 ml of 0.35M phoshate buffer (pH 6.1) was added 2.7 g of zinc powder, and the reaction mixture was stirred for 4 hours at room temperature. After the reaction, the reaction mixture was filtered using Celite and the filtrate was rendered alkaline by adding sodium carbonte and washed with ethyl acetate. The aqueous layer was then acidified by hydrochloric acid and extracted with ethyl a... Starting materials: C(C)ON=C(C(=O)NC1[C@@H]2N(C(=CCS2)C(=O)OCC2=CC=C(C=C2)[N+](=O)[O-])C1=O)C1=NSC(=N1)N (4-nitrobenzyl 7-[2-ethoxyimino-2-(5-amino-1,2,4-thiadiazol-3-yl)acetamido]-3-cephem-4-carboxylate). Reagents/catalysts: [Pd] (palladium on carbon). The solvent is O1CCCC1 (tetrahydrofuran). Conditions: time 3 hour. Yields the product C(C)ON=C(C(=O)NC1[C@@H]2N(C(=CCS2)C(=O)O)C1=O)C1=NSC(=N1)N (7-[2-ethoxyimino-2-(5-amino-1,2,4-thiadiazol-3-yl)acetamido]-3-cephem-4-carboxylic acid). Isolated yield 35.6%. RXN SMILES: [CH2:1]([O:3][N:4]=[C:5]([C:31]1[N:35]=[C:34]([NH2:36])[S:33][N:32]=1)[C:6]([NH:8][CH:9]1[C:29](=[O:30])[N:11]2[C:12]([C:16]([O:18]CC3C=CC([N+]([O-])=O)=CC=3)=[O:17])=[CH:13][CH2:14][S:15][C@H:10]12)=[O:7])[CH3:2]>[Pd].O1CCCC1>[CH2:1]([O:3][N:4]=[C:5]([C:31]1[N:35]=[C:34]([NH2:36])[S:33][N:32]=1)[C:6]([NH:8][CH:9]1[C:29](=[O:30])[N:11]2[C:12]([C:16]([OH:18])=[O:17])=[CH:13][CH2:14][S:15][C@H:10]12)=[O:7])[CH3:2]. Procedure: A mixture of 4-nitrobenzyl 7-[2-ethoxyimino-2-(5-amino-1,2,4-thiadiazol-3-yl)acetamido]-3-cephem-4-carboxylate (syn isomer) (5.0 g) and 10% palladium on carbon (2.5 g) in 70% aqueous tetrahydrofuran (75 ml) was stirred under hydrogen atmosphere for 3 hours at ambient temperature. The catalyst was removed by filtration and the filtrate was concentrated to third volume. The residue was extracted with ethyl acetate and transferred into an aqueous solution of sodium bicarbonate. The aqueous layer wa... The reactants are ClC=1C(=C2C(=NC1)NC(=N2)C2=CC=C(CN1CCN(CC1)C(=O)OC(C)(C)C)C=C2)N2CCN(CC2)CC=2N=C(SC2)C (tert-Butyl 4-(4-(6-chloro-7-(4-((2-methylthiazol-4-yl)methyl)piperazin-1-yl)-3H-imidazo[4,5-b]pyridin-2-yl)benzyl)piperazine-1-carboxylate), C(=O)(C(F)(F)F)O (TFA). The solvent is C(Cl)Cl (DCM). Reaction conditions: time 2 hour. Product: ClC=1C(=C2C(=NC1)NC(=N2)C2=CC=C(C=C2)CN2CCNCC2)N2CCN(CC2)CC=2N=C(SC2)C (4-((4-(6-Chloro-2-(4-(piperazin-1-ylmethyl)phenyl)-3H-imidazo[4,5-b]pyridin-7-yl)piperazin-1-yl)methyl)-2-methylthiazole). Isolated yield 21.2%. As a reaction SMILES: [Cl:1][C:2]1[C:3]([N:31]2[CH2:36][CH2:35][N:34]([CH2:37][C:38]3[N:39]=[C:40]([CH3:43])[S:41][CH:42]=3)[CH2:33][CH2:32]2)=[C:4]2[N:10]=[C:9]([C:11]3[CH:30]=[CH:29][C:14]([CH2:15][N:16]4[CH2:21][CH2:20][N:19](C(OC(C)(C)C)=O)[CH2:18][CH2:17]4)=[CH:13][CH:12]=3)[NH:8][C:5]2=[N:6][CH:7]=1.C(O)(C(F)(F)F)=O>C(Cl)Cl>[Cl:1][C:2]1[C:3]([N:31]2[CH2:32][CH2:33][N:34]([CH2:37][C:38]3[N:39]=[C:40]([CH3:43])[S:41][CH:42]=3)[CH2:35][CH2:36]2)=[C:4]2[N:10]=[C:9]([C:11]3[CH:30]=[CH:29][C:14]([CH2:15][N:16]4[CH2:21][CH2:20][NH:19][CH2:18][CH2:17]4)=[CH:13][CH:12]=3)[NH:8][C:5]2=[N:6][CH:7]=1. Reported procedure: tert-Butyl 4-(4-(6-chloro-7-(4-((2-methylthiazol-4-yl)methyl)piperazin-1-yl)-3H-imidazo[4,5-b]pyridin-2-yl)benzyl)piperazine-1-carboxylate (0.009 g, 0.036 mmol) was suspended in DCM (1.0 mL) and the mixture cooled in an ice bath. TFA (0.3 mL) was added and the resulting solution was allowed to warm up to room temperature and stirred for 2 h. The mixture was passed through an SCX column (2 g), washed with methanol and further eluted with ammonia (35% solution in water, 0.2M). The filtrate was col...